This data is from the Open Reaction Database (ORD), a public repository of structured organic reaction records. The task is: describe an organic reaction: reactants, conditions, products, and yield Starting materials: CC(C)(C)OC(=O)N1CCc2cccc(C(=O)NC3(C(=O)O)Cc4ccccc4C3)c2C1, Cl, C1COCCO1, C1COCCO1, O. The product is Cl, O=C(NC1(C(=O)O)Cc2ccccc2C1)c1cccc2c1CNCC2. Reaction SMILES: [C:1]([O:2][C:3](=[O:4])[N:8]1[CH2:9][c:10]2[c:11]([C:18]([NH:19][C:20]3([C:29](=[O:30])[OH:31])[CH2:21][c:22]4[cH:23][cH:24][cH:25][cH:26][c:27]4[CH2:28]3)=[O:32])[cH:12][cH:13][cH:14][c:15]2[CH2:16][CH2:17]1)([CH3:5])([CH3:6])[CH3:7].[ClH:33].[O:34]1[CH2:35][CH2:36][O:37][CH2:38][CH2:39]1.[O:41]1[CH2:42][CH2:43][O:44][CH2:45][CH2:46]1.[OH2:40]>>[ClH:33].[NH:8]1[CH2:9][c:10]2[c:11]([C:18]([NH:19][C:20]3([C:29](=[O:30])[OH:31])[CH2:21][c:22]4[cH:23][cH:24][cH:25][cH:26][c:27]4[CH2:28]3)=[O:32])[cH:12][cH:13][cH:14][c:15]2[CH2:16][CH2:17]1. Starting materials: [OH-].[Na+] (NaOH), C1(=CC=CC=C1)C(C1=CC=CC=C1)=NC=1C=C2C=CC(=CC2=CC1)C(C(C)C)(O)C=1N=CN(C1)C(C1=CC=CC=C1)(C1=CC=CC=C1)C1=CC=CC=C1 (1-{6-[(diphenylmethylene)amino]naphthalene-2-yl}-2-methyl-1-(1-trityl-1H-imidazol-4-yl)-1-propanol), C(C)(=O)[O-].[Na+] (sodium acetate), Cl.NO (hydroxylamine hydrochloride). Solvent: C1CCOC1 (THF), CO (methanol). Conditions: time 20 minute. Product: OC(C(C)C)(C=1N=CNC1)C=1C=C2C=CC(=CC2=CC1)NC(C)=O ((−)-N-{6-[1-Hydroxy-1-(1H-imidazol-4-yl)-2-methylpropyl]naphthalen-2-yl}acetamide). Yield: 164.5%. RXN SMILES: C1(C(=[N:14][C:15]2[CH:16]=[C:17]3[C:22](=[CH:23][CH:24]=2)[CH:21]=[C:20]([C:25]([C:30]2[N:31]=[CH:32][N:33](C(C4C=CC=CC=4)(C4C=CC=CC=4)C4C=CC=CC=4)[CH:34]=2)([OH:29])[CH:26]([CH3:28])[CH3:27])[CH:19]=[CH:18]3)C2C=CC=CC=2)C=CC=CC=1.[C:54]([O-:57])(=O)[CH3:55].[Na+].Cl.NO.[OH-].[Na+]>C1COCC1.CO>[OH:29][C:25]([C:20]1[CH:21]=[C:22]2[C:17](=[CH:18][CH:19]=1)[CH:16]=[C:15]([NH:14][C:54](=[O:57])[CH3:55])[CH:24]=[CH:23]2)([C:30]1[N:31]=[CH:32][NH:33][CH:34]=1)[CH:26]([CH3:27])[CH3:28] |f:1.2,3.4,5.6|. Procedure details: To a solution of 1-{6-[(diphenylmethylene)amino]naphthalene-2-yl}-2-methyl-1-(1-trityl-1H-imidazol-4-yl)-1-propanol (15.0 g) in THF (100 mL)-methanol (100 mL) were added sodium acetate (4.29 g) and hydroxylamine hydrochloride (2.73 g), and the mixture was stirred at room temperature for 20 min. After addition of 0.1N-NaOH solution, the mixture was extracted with ethyl acetate. The extract was washed with brine, dried and concentrated. The residue was dissolved in dichloromethane and pyridine (5.... The reactants are [BH4-], COc1ccc(Cl)c(Oc2c(C=O)nc(N3CCOCC3)nc2NS(=O)(=O)c2ccc(C(C)(C)C)cc2)c1, CCO, [Na+]. Reaction SMILES: [BH4-:39].[C:1]([CH3:2])([CH3:3])([CH3:4])[c:5]1[cH:6][cH:7][c:8]([S:11](=[O:12])(=[O:13])[NH:14][c:15]2[n:16][c:17]([N:33]3[CH2:34][CH2:35][O:36][CH2:37][CH2:38]3)[n:18][c:19]([CH:31]=[O:32])[c:20]2[O:21][c:22]2[c:23]([Cl:30])[cH:24][cH:25][c:26]([O:28][CH3:29])[cH:27]2)[cH:9][cH:10]1.[CH3:41][CH2:42][OH:43].[Na+:40]>>[C:1]([CH3:2])([CH3:3])([CH3:4])[c:5]1[cH:6][cH:7][c:8]([S:11](=[O:12])(=[O:13])[NH:14][c:15]2[n:16][c:17]([N:33]3[CH2:34][CH2:35][O:36][CH2:37][CH2:38]3)[n:18][c:19]([CH2:31][OH:32])[c:20]2[O:21][c:22]2[c:23]([Cl:30])[cH:24][cH:25][c:26]([O:28][CH3:29])[cH:27]2)[cH:9][cH:10]1. Product: COc1ccc(Cl)c(Oc2c(CO)nc(N3CCOCC3)nc2NS(=O)(=O)c2ccc(C(C)(C)C)cc2)c1. Reactants: CCOC(=O)C(=O)Cl, COc1cccc(C(Oc2ccc3c(cnn3-c3ccc(F)cc3)c2)C(C)N)c1. The product is CCOC(=O)C(=O)NC(C)C(Oc1ccc2c(cnn2-c2ccc(F)cc2)c1)c1cccc(OC)c1. As a reaction SMILES: [Cl:30][C:31]([C:32](=[O:33])[O:34][CH2:35][CH3:36])=[O:37].[F:1][c:2]1[cH:3][cH:4][c:5](-[n:8]2[n:9][cH:10][c:11]3[cH:12][c:13]([O:17][CH:18]([CH:19]([CH3:20])[NH2:21])[c:22]4[cH:23][c:24]([O:28][CH3:29])[cH:25][cH:26][cH:27]4)[cH:14][cH:15][c:16]23)[cH:6][cH:7]1>>[F:1][c:2]1[cH:3][cH:4][c:5](-[n:8]2[n:9][cH:10][c:11]3[cH:12][c:13]([O:17][CH:18]([CH:19]([CH3:20])[NH:21][C:31]([C:32](=[O:33])[O:34][CH2:35][CH3:36])=[O:37])[c:22]4[cH:23][c:24]([O:28][CH3:29])[cH:25][cH:26][cH:27]4)[cH:14][cH:15][c:16]23)[cH:6][cH:7]1. Starting materials: C(C)OC(CC=1C=C(C(=CC1)OC)C1=C(C=C(C=C1)B1OC(C(O1)(C)C)(C)C)CN(CC)C(=O)OC(C)(C)C)=O ([2′-[(tert-butoxycarbonyl-ethyl-amino)-methyl]-6-methoxy-4′-(4,4,5,5-tetramethyl-[1,3,2]dioxaborolan-2-yl)-biphenyl-3-yl]-acetic acid ethyl ester), ClC1=NC=C(C=N1)F (2-chloro-5-fluoropyrimidine). The product is C(C)OC(CC=1C=C(C(=CC1)OC)C1=C(C=C(C=C1)C1=NC=C(C=N1)F)CN(CC)C(=O)OC(C)(C)C)=O ([2′-[(tert-Butoxycarbonyl-ethyl-amino)-methyl]-4′-(5-fluoro-pyrimidin-2-yl)-6-methoxy-biphenyl-3-yl]-acetic acid ethyl ester). RXN SMILES: [CH2:1]([O:3][C:4](=[O:40])[CH2:5][C:6]1[CH:7]=[C:8]([C:14]2[CH:19]=[CH:18][C:17](B3OC(C)(C)C(C)(C)O3)=[CH:16][C:15]=2[CH2:29][N:30]([C:33]([O:35][C:36]([CH3:39])([CH3:38])[CH3:37])=[O:34])[CH2:31][CH3:32])[C:9]([O:12][CH3:13])=[CH:10][CH:11]=1)[CH3:2].Cl[C:42]1[N:47]=[CH:46][C:45]([F:48])=[CH:44][N:43]=1>>[CH2:1]([O:3][C:4](=[O:40])[CH2:5][C:6]1[CH:7]=[C:8]([C:14]2[CH:19]=[CH:18][C:17]([C:42]3[N:47]=[CH:46][C:45]([F:48])=[CH:44][N:43]=3)=[CH:16][C:15]=2[CH2:29][N:30]([C:33]([O:35][C:36]([CH3:38])([CH3:37])[CH3:39])=[O:34])[CH2:31][CH3:32])[C:9]([O:12][CH3:13])=[CH:10][CH:11]=1)[CH3:2]. Procedure: Prepared according to the procedure described in Example 1, Step 4, using the following starting materials: [2′-[(tert-butoxycarbonyl-ethyl-amino)-methyl]-6-methoxy-4′-(4,4,5,5-tetramethyl-[1,3,2]dioxaborolan-2-yl)-biphenyl-3-yl]-acetic acid ethyl ester and 2-chloro-5-fluoropyrimidine. Reactants: COC(=O)c1ccccc1CNC(=O)OC(C)(C)C, C1CCOC1, Cl, [Na+], [OH-]. Yields the product CC(C)(C)OC(=O)NCc1ccccc1C(=O)O. RXN SMILES: [C:1]([CH3:2])([CH3:3])([CH3:4])[O:5][C:6](=[O:7])[NH:8][CH2:9][c:10]1[c:11]([C:12](=[O:13])[O:14][CH3:15])[cH:16][cH:17][cH:18][cH:19]1.[CH2:23]1[O:24][CH2:25][CH2:26][CH2:27]1.[ClH:22].[Na+:21].[OH-:20]>>[C:1]([CH3:2])([CH3:3])([CH3:4])[O:5][C:6](=[O:7])[NH:8][CH2:9][c:10]1[c:11]([C:12](=[O:13])[OH:14])[cH:16][cH:17][cH:18][cH:19]1. The reactants are [C-]#N.[K+] (KCN), (PPh3)2NiBr2, FC(S(=O)(=O)OC1=CC=C2C(CCOC2=C1)=O)(F)F (7-[[(Trifluoromethyl)sulfonyl]oxy]-4-chromanone), C1=CC=C(C=C1)P(C2=CC=CC=C2)C3=CC=CC=C3 (PPh3). The reagents and catalysts are [Zn] (zinc). Solvent: O (H2O), CC(=O)C (acetone), CCOCC (Et2O), CC#N (CH3CN), Cl (HCl). Conditions: temperature 60 celsius. The product is C(#N)C1=CC=C2C(CCOC2=C1)=O (7-cyano-4-chromanone). As a reaction SMILES: FC(F)(F)S(O[C:7]1[CH:16]=[C:15]2[C:10]([C:11](=[O:17])[CH2:12][CH2:13][O:14]2)=[CH:9][CH:8]=1)(=O)=O.C1C=CC(P(C2C=CC=CC=2)C2C=CC=CC=2)=CC=1.[C-:39]#[N:40].[K+]>CC#N.Cl.O.CC(C)=O.CCOCC.[Zn]>[C:39]([C:7]1[CH:16]=[C:15]2[C:10]([C:11](=[O:17])[CH2:12][CH2:13][O:14]2)=[CH:9][CH:8]=1)#[N:40] |f:2.3|. Reported procedure: 7-[[(Trifluoromethyl)sulfonyl]oxy]-4-chromanone (27.8 g, 94 mmol) and PPh3 (2.5 g, 9.6 mmol) were dissolved in degassed CH3CN (350 mL). KCN (6.8 g, 105 mmol), (PPh3)2NiBr2 (3.5 g, 4.7 mmol) and acid washed (stirred in 0.5 N HCl 1 min, washed successively with H2O, acetone, and Et2O) zinc dust (2.0 g, 31 mmol) were added and the reaction was purged with N2. The reaction was heated in a 60° C. bath for 6 h. The reaction was cooled, poured into H2O (400 mL) and extracted with EtOAc (3×300 mL). The ... The reactants are ClC1=CC(=C(C=C1[N+](=O)[O-])N1N=C2CCCCC2=C1C)F (2-(4-chloro-2-fluoro-5-nitrophenyl)-3-methyl-4,5,6,7-tetrahydro-2H-indazole). The reagents and catalysts are [Fe] (iron). Solvent: C(C)(=O)O (acetic acid), C(C)(=O)O (acetic acid), C(C)(=O)OCC (ethyl acetate). Conditions: time 10 minute. Yields the product ClC1=CC(=C(C=C1N)N1N=C2CCCCC2=C1C)F (2-(4-chloro-2-fluoro-5-aminophenyl)-3-methyl-4,5,6,7-tetrahydro-2H-indazole). Yield: 99.6%. Reaction SMILES: [Cl:1][C:2]1[C:7]([N+:8]([O-])=O)=[CH:6][C:5]([N:11]2[C:19]([CH3:20])=[C:18]3[C:13]([CH2:14][CH2:15][CH2:16][CH2:17]3)=[N:12]2)=[C:4]([F:21])[CH:3]=1>C(O)(=O)C.C(OCC)(=O)C.[Fe]>[Cl:1][C:2]1[C:7]([NH2:8])=[CH:6][C:5]([N:11]2[C:19]([CH3:20])=[C:18]3[C:13]([CH2:14][CH2:15][CH2:16][CH2:17]3)=[N:12]2)=[C:4]([F:21])[CH:3]=1. Reported procedure: A mixture of iron powder (3 g) and a 5% aqueous acetic acid solution (10 ml) was heated to 90° to 100° C. while stirring for 10 minutes. To the resulting mixture, there was dropwise added 2-(4-chloro-2-fluoro-5-nitrophenyl)-3-methyl-4,5,6,7-tetrahydro-2H-indazole (2 g) in acetic acid (10 ml) and ethyl acetate (10 ml), followed by stirring at the same temperature for 1 hour. After cooling, the iron powder was eliminated by filtration, and the filtrate was extracted with ethyl acetate. The organic...